Dataset: the Open Reaction Database (ORD), a public repository of structured organic reaction records. Task: describe an organic reaction: reactants, conditions, products, and yield Starting materials: COC(CCCOC1=CC=CC(=C1)N)=O (Methyl4-(5-aminophenoxy)butyrate), N1=CC(=CC=C1)NC=1OC2=C(N1)C=CC(=C2)CC(=O)O (2-(3-pyridylamino)-6-carboxymethylbenzoxazole). Yields the product methyl ester, N1=CC(=CC=C1)NC=1OC2=C(N1)C=CC(=C2)CC(=O)NC2=CC(=CC=C2)OCCCC(=O)O (2-(3-pyridylamino)-6-{3-[3-carboxypropoxy]anilinocarbonyl methyl}benzoxazole). Reaction SMILES: C[O:2][C:3](=[O:15])[CH2:4][CH2:5][CH2:6][O:7][C:8]1[CH:13]=[C:12]([NH2:14])[CH:11]=[CH:10][CH:9]=1.[N:16]1[CH:21]=[CH:20][CH:19]=[C:18]([NH:22][C:23]2[O:24][C:25]3[CH:31]=[C:30]([CH2:32][C:33](O)=[O:34])[CH:29]=[CH:28][C:26]=3[N:27]=2)[CH:17]=1>>[N:16]1[CH:21]=[CH:20][CH:19]=[C:18]([NH:22][C:23]2[O:24][C:25]3[CH:31]=[C:30]([CH2:32][C:33]([NH:14][C:12]4[CH:11]=[CH:10][CH:9]=[C:8]([O:7][CH2:6][CH2:5][CH2:4][C:3]([OH:2])=[O:15])[CH:13]=4)=[O:34])[CH:29]=[CH:28][C:26]=3[N:27]=2)[CH:17]=1. Procedure: Methyl4-(5-aminophenoxy)butyrate was made as described in example 7 above and coupled with 2-(3-pyridylamino)-6-carboxymethylbenzoxazole according to the method described in example 7 to produce the methyl ester of 2-(3-pyridylamino)-6-{3-[3-carboxypropoxy]anilinocarbonyl methyl}benzoxazole